From a dataset of the Open Reaction Database (ORD), a public repository of structured organic reaction records. describe an organic reaction: reactants, conditions, products, and yield Reaction SMILES: [CH2:1]([O:4][C:5]1[CH:10]=[CH:9][C:8]([CH2:11][N:12]2[CH2:17][CH2:16][CH:15]([C:18]([C:20]3[CH:25]=[CH:24][C:23]([O:26][C:27]([F:30])([F:29])[F:28])=[CH:22][CH:21]=3)=[O:19])[CH2:14][CH2:13]2)=[CH:7][CH:6]=1)[CH2:2][CH3:3].[Cl:31][C:32]1[CH:37]=[CH:36][C:35]([Mg]Br)=[CH:34][CH:33]=1.[Cl-].[NH4+]>O1CCCC1>[CH2:1]([O:4][C:5]1[CH:10]=[CH:9][C:8]([CH2:11][N:12]2[CH2:17][CH2:16][CH:15]([C:18]([C:20]3[CH:21]=[CH:22][C:23]([O:26][C:27]([F:30])([F:28])[F:29])=[CH:24][CH:25]=3)([C:35]3[CH:36]=[CH:37][C:32]([Cl:31])=[CH:33][CH:34]=3)[OH:19])[CH2:14][CH2:13]2)=[CH:7][CH:6]=1)[CH2:2][CH3:3] |f:2.3|. The product is C(CC)OC1=CC=C(C=C1)CN1CCC(CC1)C(O)(C1=CC=C(C=C1)Cl)C1=CC=C(C=C1)OC(F)(F)F (N-(4-propoxyphenylmethyl)-4-[(4-trifluoromethoxyphenyl)(4-chlorophenyl)hydroxymethyl]piperidine). Run at temperature 65 celsius, time 3.5 hour. Procedure: A solution of 0.6 gram (0.0014 mole) of N-(4-propoxyphenylmethyl)-4-(4-trifluoromethoxyphenylcarbonyl)piperidine in 15 mL of tetrahydrofuran was stirred, and to the stirred solution was slowly added 1.8 mL of 4-chlorophenylmagnesium bromide (0.0018 mole-1M in diethyl ether). Upon completion of the addition, the reaction mixture was warmed to 65° C., where it was stirred for 3.5 hours. After this time the reaction mixture was allowed to cool to ambient temperature, where it stirred for about 18 h... Starting materials: ice, aqueous solution, [Cl-].[NH4+] (ammonium chloride), C(CC)OC1=CC=C(C=C1)CN1CCC(CC1)C(=O)C1=CC=C(C=C1)OC(F)(F)F (N-(4-propoxyphenylmethyl)-4-(4-trifluoromethoxyphenylcarbonyl)piperidine), ClC1=CC=C(C=C1)[Mg]Br (4-chlorophenylmagnesium bromide), ice. The solvent is O1CCCC1 (tetrahydrofuran). Reactants: O=Cc1ccc(OCC(=O)O)cc1, Nc1cccc(-c2c(C(=O)c3ccccc3)cnc3c(C(F)(F)F)cccc23)c1. The product is O=C(O)COc1ccc(CNc2cccc(-c3c(C(=O)c4ccccc4)cnc4c(C(F)(F)F)cccc34)c2)cc1. Reaction SMILES: [CH:30](=[O:31])[c:32]1[cH:33][cH:34][c:35]([O:36][CH2:37][C:38](=[O:39])[OH:40])[cH:41][cH:42]1.[NH2:1][c:2]1[cH:3][c:4](-[c:8]2[c:9]([C:22](=[O:23])[c:24]3[cH:25][cH:26][cH:27][cH:28][cH:29]3)[cH:10][n:11][c:12]3[c:13]([C:18]([F:19])([F:20])[F:21])[cH:14][cH:15][cH:16][c:17]23)[cH:5][cH:6][cH:7]1>>[NH:1]([c:2]1[cH:3][c:4](-[c:8]2[c:9]([C:22](=[O:23])[c:24]3[cH:25][cH:26][cH:27][cH:28][cH:29]3)[cH:10][n:11][c:12]3[c:13]([C:18]([F:19])([F:20])[F:21])[cH:14][cH:15][cH:16][c:17]23)[cH:5][cH:6][cH:7]1)[CH2:30][c:32]1[cH:33][cH:34][c:35]([O:36][CH2:37][C:38](=[O:39])[OH:40])[cH:41][cH:42]1. The reactants are CN (Methylamine), C1CC(N2CC=3C=CC=CC3C(C21)=O)=O (1,2,3,5,10,10a-hexahydropyrrolo[1,2-b]isoquinolin-3,10-dione). The reagents and catalysts are Cl[Ti](Cl)(Cl)Cl (TiCl4). The solvent is C(Cl)Cl (CH2Cl2), Petroleum ether. Reaction conditions: time 20 hour. The product is CN=C1C2N(CC=3C=CC=CC13)C(CC2)=O (10-methylimino-1,2,3,5,10,10a-hexahydropyrrolo[1,2-b]isoquinolin-3-one). As a reaction SMILES: [CH3:1][NH2:2].[CH2:3]1[CH:15]2[N:6]([CH2:7][C:8]3[CH:9]=[CH:10][CH:11]=[CH:12][C:13]=3[C:14]2=O)[C:5](=[O:17])[CH2:4]1>Cl[Ti](Cl)(Cl)Cl.C(Cl)Cl>[CH3:1][N:2]=[C:14]1[C:13]2[CH:12]=[CH:11][CH:10]=[CH:9][C:8]=2[CH2:7][N:6]2[C:5](=[O:17])[CH2:4][CH2:3][CH:15]12. Procedure: Methylamine (1 mL) was condensed at −78° C. into a flask containing 1,2,3,5,10,10a-hexahydropyrrolo[1,2-b]isoquinolin-3,10-dione (5.54 mmol, 1.113 g). CH2Cl2 (30 mL) was added, and TiCl4 (2.77 mmol, 2.77 mL of 1 M solution in toluene) was gradually added and the mixture was warmed up to room temperature and stirred for 20 hours. Petroleum ether (20 mL) was added and then the mixture was filtered through CELITE. The filtrate was concentrated in vacuo to give 10-methylimino-1,2,3,5,10,10a-hexahydr... Starting materials: C(C1=CC=CC=C1)OC(=O)N1CC(CCC1)(C1=CC=CC=C1)N (rac-3-amino-3-phenyl-piperidine-1-carboxylic acid benzyl ester), C1(CC1)C1=C(C(=O)O)C=CC(=C1)C(F)(F)F (2-cyclopropyl-4-trifluoromethyl-benzoic acid). The product is C1(CC1)C1=C(C(=O)NC2(CNCCC2)C2=CC=CC=C2)C=CC(=C1)C(F)(F)F (rac-2-Cyclopropyl-N-(3-phenyl-piperidin-3-yl)-4-trifluoromethyl-benzamide). RXN SMILES: C(OC([N:11]1[CH2:16][CH2:15][CH2:14][C:13]([NH2:23])([C:17]2[CH:22]=[CH:21][CH:20]=[CH:19][CH:18]=2)[CH2:12]1)=O)C1C=CC=CC=1.[CH:24]1([C:27]2[CH:35]=[C:34]([C:36]([F:39])([F:38])[F:37])[CH:33]=[CH:32][C:28]=2[C:29](O)=[O:30])[CH2:26][CH2:25]1>>[CH:24]1([C:27]2[CH:35]=[C:34]([C:36]([F:37])([F:38])[F:39])[CH:33]=[CH:32][C:28]=2[C:29]([NH:23][C:13]2([C:17]3[CH:18]=[CH:19][CH:20]=[CH:21][CH:22]=3)[CH2:14][CH2:15][CH2:16][NH:11][CH2:12]2)=[O:30])[CH2:26][CH2:25]1. Reported procedure: In analogy to the procedure described for the synthesis of example 29, the title compound was prepared from rac-3-amino-3-phenyl-piperidine-1-carboxylic acid benzyl ester and 2-cyclopropyl-4-trifluoromethyl-benzoic acid (Example B.3). MS (m/e): 389.1 (MH+). Reactants: CI (methyl iodide), ketone, CC1(CC(C2CCC2(C1)C)=O)C (4,4,6-trimethylbicyclo[4.2.0]octane-2-one), Grignard reagent, CI (methyl iodide), [Cl-].[NH4+] (ammonium chloride). The reagents and catalysts are [Mg] (magnesium). Solvent: CCOCC (ether), CCOCC (ether), CCOCC (ether). Product: CC1(C2CCC2(CC(C1)(C)C)C)O (2,4,4,6-tetramethylbicyclo[4.2.0]octane-2-ol). Isolated yield 96.7%. RXN SMILES: [CH3:1]I.[CH3:3][C:4]1([CH3:14])[CH2:11][C:10]2([CH3:12])[CH:7]([CH2:8][CH2:9]2)[C:6](=[O:13])[CH2:5]1.[Cl-].[NH4+]>[Mg].CCOCC>[CH3:1][C:6]1([OH:13])[CH2:5][C:4]([CH3:14])([CH3:3])[CH2:11][C:10]2([CH3:12])[CH:7]1[CH2:8][CH2:9]2 |f:2.3|. Procedure: To 0.97 g. (0.04 g. atom) of magnesium in a 250 ml. 3-necked round bottomed flask fitted with dropping funnel, magnetic stirrer, and nitrogen inlet was added 25 ml. of ether. Then 5.0 g. (0.035 mole) of methyl iodide in 100 ml. of ether was added from a dropping funnel at such a rate that reflux was maintained as the Grignard reagent was formed. After all the methyl iodide was added, the solution was stirred and refluxed for an additional 1 hour. Then 4.98 g. (0.03 mole) of 4,4,6-trimethylbicycl...